From a dataset of the Open Reaction Database (ORD), a public repository of structured organic reaction records. describe an organic reaction: reactants, conditions, products, and yield Starting materials: C([O-])(O)=O.[Na+] (sodium bicarbonate), ClC1=NC(=NC(=C1CC)C)C=1SC(=CC1)Cl (4-chloro-2-(5-chloro-2-thienyl)-5-ethyl-6-methyl-pyrimidine), NC1=CC=C(C=C1)CC=1NC=C(N1)C(=O)OC (methyl 2-[(4-aminophenyl)methyl]-1H-imidazole-4-carboxylate), Cl (HCl). The reagents and catalysts are O1CCOCC1 (dioxane). Solvent: CC(=O)O (AcOH). Reaction conditions: temperature 110 celsius, time 2 hour. The product is ClC1=CC=C(S1)C1=NC(=C(C(=N1)NC1=CC=C(C=C1)CC=1NC=C(N1)C(=O)OC)CC)C (Methyl 2-[[4-[[2-(5-chloro-2-thienyl)-5-ethyl-6-methyl-pyrimidin-4-yl]amino]phenyl]methyl]-1H-imidazole-4-carboxylate). Yield: 48.5%. RXN SMILES: Cl[C:2]1[C:7]([CH2:8][CH3:9])=[C:6]([CH3:10])[N:5]=[C:4]([C:11]2[S:12][C:13]([Cl:16])=[CH:14][CH:15]=2)[N:3]=1.[NH2:17][C:18]1[CH:23]=[CH:22][C:21]([CH2:24][C:25]2[NH:26][CH:27]=[C:28]([C:30]([O:32][CH3:33])=[O:31])[N:29]=2)=[CH:20][CH:19]=1.Cl.C(=O)(O)[O-].[Na+]>O1CCOCC1.CC(O)=O>[Cl:16][C:13]1[S:12][C:11]([C:4]2[N:3]=[C:2]([NH:17][C:18]3[CH:19]=[CH:20][C:21]([CH2:24][C:25]4[NH:26][CH:27]=[C:28]([C:30]([O:32][CH3:33])=[O:31])[N:29]=4)=[CH:22][CH:23]=3)[C:7]([CH2:8][CH3:9])=[C:6]([CH3:10])[N:5]=2)=[CH:15][CH:14]=1 |f:3.4|. Reported procedure: A 8-mL vial was charged with 4-chloro-2-(5-chloro-2-thienyl)-5-ethyl-6-methyl-pyrimidine (100 mg, 0.366 mmol, 1.05 eq.), methyl 2-[(4-aminophenyl)methyl]-1H-imidazole-4-carboxylate (81 mg, 0.348 mmol, 1 eq.), AcOH (0.8 ml). To the mixture was added 4N HCl in dioxane (4 drops using 1 ml of a syringe). The resulting mixture was stirred under 110° C. for 2 hrs. After cooling to room temperature, the mixture was added to sodium bicarbonate solution (20 ml). The precipitate was collected by filtratio...